This data is from the Open Reaction Database (ORD), a public repository of structured organic reaction records. The task is: describe an organic reaction: reactants, conditions, products, and yield Starting materials: ClCCl, O=[Cr](=O)([O-])Cl, O=C1c2ccccc2C(=O)N1c1ncc(C(Cl)Cl)nc1CO, c1cc[nH+]cc1. Product: O=Cc1nc(C(Cl)Cl)cnc1N1C(=O)c2ccccc2C1=O. RXN SMILES: [Cl:34][CH2:35][Cl:36].[O:1]=[Cr:2]([Cl:3])([O-:4])=[O:5].[OH:12][CH2:13][c:14]1[c:15]([N:23]2[C:24](=[O:33])[c:25]3[c:26]([cH:29][cH:30][cH:31][cH:32]3)[C:27]2=[O:28])[n:16][cH:17][c:18]([CH:20]([Cl:21])[Cl:22])[n:19]1.[nH+:6]1[cH:7][cH:8][cH:9][cH:10][cH:11]1>>[O:12]=[CH:13][c:14]1[c:15]([N:23]2[C:24](=[O:33])[c:25]3[c:26]([cH:29][cH:30][cH:31][cH:32]3)[C:27]2=[O:28])[n:16][cH:17][c:18]([CH:20]([Cl:21])[Cl:22])[n:19]1. Reactants: CC(C)=O, CC1(c2cccc(COS(C)(=O)=O)n2)OCCO1, [K+], [K+], O=[N+]([O-])c1cn[nH]c1, N#N, O=C([O-])[O-]. Product: CC1(c2cccc(Cn3cc([N+](=O)[O-])cn3)n2)OCCO1. Reaction SMILES: [CH3:35][C:36](=[O:37])[CH3:38].[CH3:3][C:4]1([c:9]2[cH:10][cH:11][cH:12][c:13]([CH2:15][O:16][S:17]([CH3:18])(=[O:19])=[O:20])[n:14]2)[O:5][CH2:6][CH2:7][O:8]1.[K+:29].[K+:30].[N+:21](=[O:22])([O-:23])[c:24]1[cH:25][n:26][nH:27][cH:28]1.[N:1]#[N:2].[O-:31][C:32]([O-:33])=[O:34]>>[CH3:3][C:4]1([c:9]2[cH:10][cH:11][cH:12][c:13]([CH2:15][n:26]3[cH:25][c:24]([N+:21](=[O:22])[O-:23])[cH:28][n:27]3)[n:14]2)[O:5][CH2:6][CH2:7][O:8]1. Starting materials: [Cl-], [Cl-], Cl, Cl, Nc1ccccc1, [Na+], [OH-], O, CC(N)CCCC(C)(C)O, [Zn+2]. Yields the product CC(N)CCCC(C)(C)c1ccc(N)cc1. As a reaction SMILES: [Cl-:22].[Cl-:24].[ClH:1].[ClH:9].[NH2:2][c:3]1[cH:4][cH:5][cH:6][cH:7][cH:8]1.[Na+:21].[OH-:20].[OH2:25].[OH:10][C:11]([CH2:12][CH2:13][CH2:14][CH:15]([CH3:16])[NH2:17])([CH3:18])[CH3:19].[Zn+2:23]>>[NH2:2][c:3]1[cH:4][cH:5][c:6]([C:11]([CH2:12][CH2:13][CH2:14][CH:15]([CH3:16])[NH2:17])([CH3:18])[CH3:19])[cH:7][cH:8]1. Starting materials: CC1=CC=C(C=C1)S(=O)(=O)OCCC1CCN(CC1)C(=O)OC(C)(C)C (tert-Butyl 4-(2-{[(4-methylphenyl)sulfonyl]oxy}ethyl)piperidine-1-carboxylate), C([O-])([O-])=O.[K+].[K+] (potassium carbonate), BrC1=CC(=C(C=C1)S)C(F)(F)F (4-bromo-2-(trifluoromethyl)benzenethiol), CN(C)C=O (DMF). Run in CCOC(=O)C (EtOAc), O (water). Run at time 8 hour. Yields the product BrC1=CC(=C(C=C1)SCCC1CCN(CC1)C(=O)OC(C)(C)C)C(F)(F)F (tert-butyl 4-(2-{[4-bromo-2-(trifluoromethyl)phenyl]sulfanyl}ethyl)piperidine-1-carboxylate). Isolated yield 87.4%. Reaction SMILES: CC1C=CC(S(O[CH2:12][CH2:13][CH:14]2[CH2:19][CH2:18][N:17]([C:20]([O:22][C:23]([CH3:26])([CH3:25])[CH3:24])=[O:21])[CH2:16][CH2:15]2)(=O)=O)=CC=1.C(=O)([O-])[O-].[K+].[K+].[Br:33][C:34]1[CH:39]=[CH:38][C:37]([SH:40])=[C:36]([C:41]([F:44])([F:43])[F:42])[CH:35]=1.CN(C=O)C>CCOC(C)=O.O>[Br:33][C:34]1[CH:39]=[CH:38][C:37]([S:40][CH2:12][CH2:13][CH:14]2[CH2:15][CH2:16][N:17]([C:20]([O:22][C:23]([CH3:24])([CH3:25])[CH3:26])=[O:21])[CH2:18][CH2:19]2)=[C:36]([C:41]([F:44])([F:42])[F:43])[CH:35]=1 |f:1.2.3|. Reported procedure: tert-Butyl 4-(2-{[(4-methylphenyl)sulfonyl]oxy}ethyl)piperidine-1-carboxylate (2.65 g) and potassium carbonate (2.0 g) were added to a mixture of 4-bromo-2-(trifluoromethyl)benzenethiol (1.8 g) and DMF (20 mL) at room temperature, and the mixture was stirred at the same temperature overnight. The reaction mixture was further stirred at 80° C. for 3 hours. After the reaction mixture was cooled to room temperature, water (50 mL) and EtOAc (30 mL) were added thereto, then extraction thereof was per... The reactants are CC(C)(C)C(=O)Oc1ccccc1 (substrate), C1CCNCC1 (effective_coupling_partner). The reagents and catalysts are IPr. Conditions: temperature 80 celsius, time 3 hour. Product: c2ccc(N1CCCCC1)cc2. Reactants: CC(C)=O, CCOC(C)=O, CC1(CC=O)CC(c2cccc(Cl)c2)C(c2ccc(Cl)cc2)N(C2C=CCC2)C1=O. The product is CC1(CC(=O)O)CC(c2cccc(Cl)c2)C(c2ccc(Cl)cc2)N(C2C=CCC2)C1=O. Reaction SMILES: [CH3:31][C:32]([CH3:33])=[O:34].[CH3:35][CH2:36][O:37][C:38]([CH3:39])=[O:40].[Cl:1][c:2]1[cH:3][c:4]([CH:8]2[CH2:9][C:10]([CH3:27])([CH2:28][CH:29]=[O:30])[C:11](=[O:26])[N:12]([CH:21]3[CH:22]=[CH:23][CH2:24][CH2:25]3)[CH:13]2[c:14]2[cH:15][cH:16][c:17]([Cl:20])[cH:18][cH:19]2)[cH:5][cH:6][cH:7]1>>[Cl:1][c:2]1[cH:3][c:4]([CH:8]2[CH2:9][C:10]([CH3:27])([CH2:28][C:29](=[O:30])[OH:34])[C:11](=[O:26])[N:12]([CH:21]3[CH:22]=[CH:23][CH2:24][CH2:25]3)[CH:13]2[c:14]2[cH:15][cH:16][c:17]([Cl:20])[cH:18][cH:19]2)[cH:5][cH:6][cH:7]1.